Dataset: the Open Reaction Database (ORD), a public repository of structured organic reaction records. Task: describe an organic reaction: reactants, conditions, products, and yield Starting materials: C(C1=CC=CC=C1)(=O)OC(C1=CC=NC=C1)C#N (1-cyano-1(4-pyridyl)-methyl benzoate), COC1=CC=C(C(=O)Cl)C=C1 (4-methoxybenzoyl chloride). The product is COC1=CC=C(C(=O)OC(C2=CC=NC=C2)C#N)C=C1 (1-Cyano-1-(4-pyridyl)methyl 4-methoxybenzoate). As a reaction SMILES: [C:1]([O:9][CH:10]([C:17]#[N:18])[C:11]1[CH:16]=[CH:15][N:14]=[CH:13][CH:12]=1)(=[O:8])[C:2]1[CH:7]=[CH:6][CH:5]=[CH:4][CH:3]=1.[CH3:19][O:20]C1C=CC(C(Cl)=O)=CC=1>>[CH3:19][O:20][C:5]1[CH:4]=[CH:3][C:2]([C:1]([O:9][CH:10]([C:17]#[N:18])[C:11]2[CH:16]=[CH:15][N:14]=[CH:13][CH:12]=2)=[O:8])=[CH:7][CH:6]=1. Reported procedure: The title compound was prepared using the same procedure Lantos, I. et al. (J. Med. Chem. 1984, 27, 72-75) employed to prepare 1-cyano-1(4-pyridyl)-methyl benzoate, except using 4-methoxybenzoyl chloride: 1H NMR CDCl3): d 8.81 (d, 2H); 8.10 (d, 2H); 7.57 (d, 2H); 7.01 (d, 2H); 6.74 (s, 1H); 3.93 (s, 3H). Starting materials: CCO, ClCCl, CCOC(=O)CC(=O)c1ccccc1. Product: CCOC(=O)CC(O)c1ccccc1. Reaction SMILES: [CH3:15][CH2:16][OH:17].[Cl:18][CH2:19][Cl:20].[O:1]=[C:2]([CH2:3][C:4](=[O:5])[O:6][CH2:7][CH3:8])[c:9]1[cH:10][cH:11][cH:12][cH:13][cH:14]1>>[OH:1][CH:2]([CH2:3][C:4](=[O:5])[O:6][CH2:7][CH3:8])[c:9]1[cH:10][cH:11][cH:12][cH:13][cH:14]1.